This data is from the Open Reaction Database (ORD), a public repository of structured organic reaction records. The task is: describe an organic reaction: reactants, conditions, products, and yield Starting materials: C(CCC)OC(C=C(C=CC=C(C=CC1=C(C=C(C=C1C)OC)C)C)C)=O (9-(4-methoxy-2,6-dimethyl-phenyl)-3,7-dimethyl-nona-2,4,6,8-tetraen-1-oic acid butyl ester), [Cl-].COC1=CC(=C(C[P+](C2=CC=CC=C2)(C2=CC=CC=C2)C2=CC=CC=C2)C(=C1)C)C (4-methoxy-2,6-dimethylbenzyl-triphenylphosphonium chloride), C(CCC)OC(C=C(C=CC=C(C)C=O)C)=O (7-formyl-3-methyl-octa-2,4,6-trien-1-oic acid butyl ester). Product: COC1=CC(=C(C(=C1)C)C=CC(=CC=CC(=CC(=O)O)C)C)C (9-(4-methoxy-2,6-dimethyl-phenyl)-3,7-dimethyl-nona-2,4,6,8-tetraen-1-oic acid). As a reaction SMILES: C([O:5][C:6](=[O:27])[CH:7]=[C:8]([CH3:26])[CH:9]=[CH:10][CH:11]=[C:12]([CH3:25])[CH:13]=[CH:14][C:15]1[C:20]([CH3:21])=[CH:19][C:18]([O:22][CH3:23])=[CH:17][C:16]=1[CH3:24])CCC.[Cl-].COC1C=C(C)C(C[P+](C2C=CC=CC=2)(C2C=CC=CC=2)C2C=CC=CC=2)=C(C)C=1.C(OC(=O)C=C(C)C=CC=C(C=O)C)CCC>>[CH3:23][O:22][C:18]1[CH:17]=[C:16]([CH3:24])[C:15]([CH:14]=[CH:13][C:12]([CH3:25])=[CH:11][CH:10]=[CH:9][C:8]([CH3:26])=[CH:7][C:6]([OH:27])=[O:5])=[C:20]([CH3:21])[CH:19]=1 |f:1.2|. Procedure: By the procedure described in Example 14, 9-(4-methoxy-2,6-dimethyl-phenyl)-3,7-dimethyl-nona-2,4,6,8-tetraen-1-oic acid butyl ester is manufactured from 4-methoxy-2,6-dimethylbenzyl-triphenylphosphonium chloride by reaction with 7-formyl-3-methyl-octa-2,4,6-trien-1-oic acid butyl ester. From this product, there is produced by the procedure of Example 15, 9-(4-methoxy-2,6-dimethyl-phenyl)-3,7-dimethyl-nona-2,4,6,8-tetraen-1-oic acid of melting point 207°-208° C. Reactants: C(C1=CC=CC=C1)N (Benzylamine), BrC(C(=O)OCC)C(=O)OCC (diethyl bromomalonate). Run in C1=CC=CC=C1 (benzene). Product: C(C1=CC=CC=C1)NC(C(=O)OCC)C(=O)OCC (diethyl benzylaminomalonate). Yield: 20.9%. Reaction SMILES: [CH2:1]([NH2:8])[C:2]1[CH:7]=[CH:6][CH:5]=[CH:4][CH:3]=1.Br[CH:10]([C:16]([O:18][CH2:19][CH3:20])=[O:17])[C:11]([O:13][CH2:14][CH3:15])=[O:12]>C1C=CC=CC=1>[CH2:1]([NH:8][CH:10]([C:11]([O:13][CH2:14][CH3:15])=[O:12])[C:16]([O:18][CH2:19][CH3:20])=[O:17])[C:2]1[CH:7]=[CH:6][CH:5]=[CH:4][CH:3]=1. Reported procedure: Benzylamine (18.3 g) and diethyl bromomalonate (20.3 g) were dissolved in dry benzene (100 ml), and the mixture was heated under reflux for 14 hours with stirring. The precipitated salt was removed by filtration from the reaction mixture. The filtrate was washed with dilute hydrochloric acid to remove the unreacted benzylamine. The benzene layer was washed with water three times, and dried over anhydrous magnesium sulfate. The solvent was distilled off under reduced pressure. The residue was pur... Starting materials: CN(C(=O)OC(C)(C)C)C(CO)Cc1ccccc1, [BH3-]C#N, CCN(C(C)C)C(C)C, CC(=O)O, CS(C)=O, O=C(Cl)C(=O)Cl, ClCCl, NCc1ccccc1, [Na+]. Yields the product CN(C(=O)OC(C)(C)C)C(CNCc1ccccc1)Cc1ccccc1. RXN SMILES: [C:11]([CH3:12])([CH3:13])([CH3:14])[O:15][C:16]([N:17]([CH3:18])[CH:19]([CH2:20][c:21]1[cH:22][cH:23][cH:24][cH:25][cH:26]1)[CH2:27][OH:28])=[O:29].[C:51]([BH3-:52])#[N:53].[CH2:30]([N:31]([CH:32]([CH3:33])[CH3:34])[CH:35]([CH3:36])[CH3:37])[CH3:38].[CH3:39][C:40](=[O:41])[OH:42].[CH3:7][S:8]([CH3:9])=[O:10].[Cl:1][C:2]([C:3]([Cl:4])=[O:5])=[O:6].[Cl:55][CH2:56][Cl:57].[NH2:43][CH2:44][c:45]1[cH:46][cH:47][cH:48][cH:49][cH:50]1.[Na+:54]>>[C:11]([CH3:12])([CH3:13])([CH3:14])[O:15][C:16]([N:17]([CH3:18])[CH:19]([CH2:20][c:21]1[cH:22][cH:23][cH:24][cH:25][cH:26]1)[CH2:27][NH:43][CH2:44][c:45]1[cH:46][cH:47][cH:48][cH:49][cH:50]1)=[O:29]. Reaction SMILES: Br[C:2]1[CH:7]=[CH:6][C:5]([C:8]2[O:12][N:11]=[C:10]([CH3:13])[C:9]=2[NH:14][C:15]([NH:17][C:18]([CH3:21])([CH3:20])[CH3:19])=[O:16])=[CH:4][CH:3]=1.[CH2:22]([O:24][C:25]([C:27]1([C:30]2[CH:35]=[CH:34][C:33](B3OC(C)(C)C(C)(C)O3)=[CH:32][CH:31]=2)[CH2:29][CH2:28]1)=[O:26])[CH3:23]>>[CH2:22]([O:24][C:25]([C:27]1([C:30]2[CH:35]=[CH:34][C:33]([C:2]3[CH:7]=[CH:6][C:5]([C:8]4[O:12][N:11]=[C:10]([CH3:13])[C:9]=4[NH:14][C:15]([NH:17][C:18]([CH3:21])([CH3:20])[CH3:19])=[O:16])=[CH:4][CH:3]=3)=[CH:32][CH:31]=2)[CH2:28][CH2:29]1)=[O:26])[CH3:23]. Procedure details: Prepared according to the procedure described in Example 3, Step 5, using 1-[5-(4-bromo-phenyl)-3-methyl-isoxazol-4-yl]-3-tert-butyl-urea and 1-[4-(4,4,5,5-tetramethyl-[1,3,2]dioxaborolan-2-yl)-phenyl]-cyclopropanecarboxylic acid ethyl ester. The product is C(C)OC(=O)C1(CC1)C1=CC=C(C=C1)C1=CC=C(C=C1)C1=C(C(=NO1)C)NC(=O)NC(C)(C)C (1-{4′-[4-(3-tert-Butyl-ureido)-3-methyl-isoxazol-5-yl]-biphenyl-4-yl}-cyclopropanecarboxylic acid ethyl ester). The reactants are BrC1=CC=C(C=C1)C1=C(C(=NO1)C)NC(=O)NC(C)(C)C (1-[5-(4-bromo-phenyl)-3-methyl-isoxazol-4-yl]-3-tert-butyl-urea), C(C)OC(=O)C1(CC1)C1=CC=C(C=C1)B1OC(C(O1)(C)C)(C)C (1-[4-(4,4,5,5-tetramethyl-[1,3,2]dioxaborolan-2-yl)-phenyl]-cyclopropanecarboxylic acid ethyl ester). Procedure details: 1-[1-(2-Methylthio-ethyl)-1H-benzimidazol-2-ylmethyl]-1H-benzotriazole (100 mg, 0.309 mmol) was dissolved in anhydrous N,N-dimethylformamide (5 mL). Magnesium monoperoxy phthalate hexahydrate (611 mg, 1.24 mmol) was added and the reaction mixture was stirred at room temperature overnight under N2. The solvent was stripped under reduced pressure. The yellow oily residue was taken up in EtOAc (100 mL) and washed with water (2×50 mL) dried over magnesium sulfate, filtered and evaporated. Column chr... RXN SMILES: [CH3:1][S:2][CH2:3][CH2:4][N:5]1[C:9]2[CH:10]=[CH:11][CH:12]=[CH:13][C:8]=2[N:7]=[C:6]1[CH2:14][N:15]1[C:19]2[CH:20]=[CH:21][CH:22]=[CH:23][C:18]=2[N:17]=[N:16]1.[OH2:24].[OH2:25].O.O.O.O.C1(=O)OOOOC(=O)C2=CC=CC=C12.[Mg]>CN(C)C=O.CCOC(C)=O>[CH3:1][S:2]([CH2:3][CH2:4][N:5]1[C:9]2[CH:10]=[CH:11][CH:12]=[CH:13][C:8]=2[N:7]=[C:6]1[CH2:14][N:15]1[C:19]2[CH:20]=[CH:21][CH:22]=[CH:23][C:18]=2[N:17]=[N:16]1)(=[O:25])=[O:24] |f:1.2.3.4.5.6.7.8|. Reaction conditions: time 8 hour. The solvent is CN(C=O)C (N,N-dimethylformamide), CCOC(=O)C (EtOAc). Yields the product CS(=O)(=O)CCN1C(=NC2=C1C=CC=C2)CN2N=NC1=C2C=CC=C1 (1-[1-(2-Methylsulfonyl-ethyl)-1H-benzimidazol-2-ylmethyl]-1H-benzotriazole). Yield: 41.0%. The reactants are CSCCN1C(=NC2=C1C=CC=C2)CN2N=NC1=C2C=CC=C1 (1-[1-(2-Methylthio-ethyl)-1H-benzimidazol-2-ylmethyl]-1H-benzotriazole), O.O.O.O.O.O.C1(C=2C(C(=O)OOOO1)=CC=CC2)=O.[Mg] (Magnesium monoperoxy phthalate hexahydrate). Reactants: N1(C=NC=C1)C1=NC=C(C=C1)CO (2-1H-imidazol-1-yl-5-hydroxymethylpyridine). The reagents and catalysts are O=[Mn]=O (MnO2). The solvent is C(Cl)(Cl)Cl (CHCl3). Product: N1(C=NC=C1)C1=NC=C(C=C1)C=O (2-1H-imidazol-1-yl-5-formylpyridine). As a reaction SMILES: [N:1]1([C:6]2[CH:11]=[CH:10][C:9]([CH2:12][OH:13])=[CH:8][N:7]=2)[CH:5]=[CH:4][N:3]=[CH:2]1>C(Cl)(Cl)Cl.O=[Mn]=O>[N:1]1([C:6]2[CH:11]=[CH:10][C:9]([CH:12]=[O:13])=[CH:8][N:7]=2)[CH:5]=[CH:4][N:3]=[CH:2]1. Procedure: MnO2 (18.17 g) is added to a solution of the hydroxy methyl compound of Step 3. above (6.1 g) in CHCl3, and the resulting reaction mixture heated to reflux for 22 hours, allowed to cool, filtered, and the organic layer evaporated affording the desired product as a white solid used in the next step without further purification. M.P.=139.5°-140.5° C. Reactants: [OH-].[Na+] (sodium hydroxide), C(CCCCCCCCCCCCCCCCC)(=O)[O-].[Na+] (Sodium stearate), [Cl-].[Na+] (sodium chloride). Run in O (water). Product: C(CCCCCCCCCCCCCCCCCCCCC)(=O)[O-].[Na+] (Sodium behenate), C(CCCCCCCCCCCCC)(=O)[O-].[Na+] (sodium myristate). RXN SMILES: [Cl-].[Na+:2].[OH-].[Na+].[C:5]([O-:24])(=[O:23])[CH2:6][CH2:7][CH2:8][CH2:9][CH2:10][CH2:11][CH2:12][CH2:13][CH2:14][CH2:15][CH2:16][CH2:17][CH2:18][CH2:19][CH2:20][CH2:21][CH3:22].[Na+]>O>[C:5]([O-:24])(=[O:23])[CH2:6][CH2:7][CH2:8][CH2:9][CH2:10][CH2:11][CH2:12][CH2:13][CH2:14][CH2:15][CH2:16][CH2:17][CH2:18][CH2:19][CH2:20][CH2:21][CH2:22][CH2:5][CH2:6][CH2:7][CH3:8].[Na+:2].[C:5]([O-:24])(=[O:23])[CH2:6][CH2:7][CH2:8][CH2:9][CH2:10][CH2:11][CH2:12][CH2:13][CH2:14][CH2:15][CH2:16][CH2:17][CH3:18].[Na+:2] |f:0.1,2.3,4.5,7.8,9.10|. Procedure details: The charge consists of 450 ml. water and 150 g. of the copolymer plus surfactant and, in some cases, sodium chloride as indicated. Sodium behenate and sodium myristate are prepared by neutralization of the corresponding acids with sodium hydroxide. Sodium stearate employed is U.S.P. grade.